From a dataset of the Open Reaction Database (ORD), a public repository of structured organic reaction records. describe an organic reaction: reactants, conditions, products, and yield The reactants are CNc1ccccc1, Cc1cc(Cl)ccc1Nc1nc(Cl)c2ccccc2n1. The product is Cl, Cc1cc(Cl)ccc1Nc1nc(N(C)c2ccccc2)c2ccccc2n1. RXN SMILES: [CH3:21][NH:22][c:23]1[cH:24][cH:25][cH:26][cH:27][cH:28]1.[Cl:1][c:2]1[n:3][c:4]([NH:12][c:13]2[c:14]([CH3:20])[cH:15][c:16]([Cl:19])[cH:17][cH:18]2)[n:5][c:6]2[cH:7][cH:8][cH:9][cH:10][c:11]12>>[ClH:1].[c:2]1([N:22]([CH3:21])[c:23]2[cH:24][cH:25][cH:26][cH:27][cH:28]2)[n:3][c:4]([NH:12][c:13]2[c:14]([CH3:20])[cH:15][c:16]([Cl:19])[cH:17][cH:18]2)[n:5][c:6]2[cH:7][cH:8][cH:9][cH:10][c:11]12. Reactants: 440.1, BrC=CBr (dibromo ethylene), O1CCN(CC1)CCCN (3-morpholinopropan-1-amine), ClC1=CC=C(C=C1)[C@H]1C[C@]12C(NC1=CC=CC=C21)=O ((1S,2R)-2-(4-chlorophenyl)spiro[cyclopropane-1,3′-indolin]-2′-one). Product: ClC1=CC=C(C=C1)[C@@H]1C[C@@]12C(N(C1=CC=CC=C21)CCNCCCN2CCOCC2)=O ((1R,2S)-2-(4-chlorophenyl)-1′-(2-(3-morpholinopropylamino)ethyl) spiro[cyclopropane-1,3′-indolin]-2′-one). RXN SMILES: Br[CH:2]=[CH:3]Br.[O:5]1[CH2:10][CH2:9][N:8]([CH2:11][CH2:12][CH2:13][NH2:14])[CH2:7][CH2:6]1.[Cl:15][C:16]1[CH:21]=[CH:20][C:19]([C@@H:22]2[C@:24]3([C:32]4[C:27](=[CH:28][CH:29]=[CH:30][CH:31]=4)[NH:26][C:25]3=[O:33])[CH2:23]2)=[CH:18][CH:17]=1>>[Cl:15][C:16]1[CH:17]=[CH:18][C:19]([C@H:22]2[C@@:24]3([C:32]4[C:27](=[CH:28][CH:29]=[CH:30][CH:31]=4)[N:26]([CH2:2][CH2:3][NH:14][CH2:13][CH2:12][CH2:11][N:8]4[CH2:9][CH2:10][O:5][CH2:6][CH2:7]4)[C:25]3=[O:33])[CH2:23]2)=[CH:20][CH:21]=1. Procedure details: The title compound was prepared in analogy to Example 81 starting from dibromo ethylene, 3-morpholinopropan-1-amine (commercially available), (1R,2S) and (1S,2R)-2-(4-chlorophenyl)spiro[cyclopropane-1,3′-indolin]-2′-one prepared as in Scheme 1. LC/MS m/e calcd. for C25H30ClN3O2: 439, observed (M+H)+: 440.1 1HNMR (400 MHz, MeOD-d4) δppm 2.07-2.32 (m, 6 H) 3.26 (s, 8 H) 3.47 (t, J=5.94 Hz, 3 H) 4.24 (d, J=28.55 Hz, 3 H) 6.12 (d, J=7.07 Hz, 1 H) 6.81 (t, J=7.07 Hz, 1 H) 7.14 (d, J=7.58 Hz, 1 H) 7.1... Starting materials: O=C([O-])[O-], CC(C)=O, ClCc1ccccc1, [K+], [K+], COC(=O)c1cccc(O)c1. The product is COC(=O)c1cccc(OCc2ccccc2)c1. As a reaction SMILES: [C:12](=[O:13])([O-:14])[O-:15].[CH3:26][C:27](=[O:28])[CH3:29].[Cl:18][CH2:19][c:20]1[cH:21][cH:22][cH:23][cH:24][cH:25]1.[K+:16].[K+:17].[OH:1][c:2]1[cH:3][c:4]([C:5](=[O:6])[O:7][CH3:8])[cH:9][cH:10][cH:11]1>>[O:1]([c:2]1[cH:3][c:4]([C:5](=[O:6])[O:7][CH3:8])[cH:9][cH:10][cH:11]1)[CH2:19][c:20]1[cH:21][cH:22][cH:23][cH:24][cH:25]1. The reactants are Cl (hydrogen chloride), CN(C)CC1=C(C=CC=C1)N1CCN(CC1)C(=O)OC(C)(C)C (N,N-dimethyl-2-(4-t-butoxycarbonylpiperazin-1-yl)phenylmethylamine). Solvent: CO (methanol). Reaction conditions: time 4 hour. Yields the product Cl.Cl.CN(C)CC1=C(C=CC=C1)N1CCNCC1 (N,N-Dimethyl-[2-(piperazin-1-yl)phenyl]methylamine Dihydrochloride). Yield: 100.0%. As a reaction SMILES: [ClH:1].[CH3:2][N:3]([CH2:5][C:6]1[CH:11]=[CH:10][CH:9]=[CH:8][C:7]=1[N:12]1[CH2:17][CH2:16][N:15](C(OC(C)(C)C)=O)[CH2:14][CH2:13]1)[CH3:4]>CO>[ClH:1].[ClH:1].[CH3:4][N:3]([CH2:5][C:6]1[CH:11]=[CH:10][CH:9]=[CH:8][C:7]=1[N:12]1[CH2:13][CH2:14][NH:15][CH2:16][CH2:17]1)[CH3:2] |f:3.4.5|. Procedure: Methanolic hydrogen chloride (4M, 2.5 mL) was added to a stirred, cooled (0° C.) solution of N,N-dimethyl-2-(4-t-butoxycarbonylpiperazin-1-yl)phenylmethylamine (392 mg, 1.2 mmol) in methanol (1 mL) and the mixture was stirred at room temperature for 4 h. The solvent was evaporated under reduced pressure to give the title compound as a colorless solid (350 mg, 100%), δH (360 MHz, d6 -DMSO) 9.92 (1H, br s), 9.26 (2H, br s), 7.62 (1H, d, J 7.7 Hz), 7.49 (1H, t, J 7.7 Hz), 7.31 (2H, m), 4.30 (2H, d,... Reactants: C(C1CO1)OC1=CC=C(C=C1)Cl (4-chlorophenyl glycidyl ether), N1CCC(CC1)CNC(=O)N1C(N(C2=C1C=CC=C2)CC)=O (3-ethyl-2-oxo-2,3-dihydro-benzimidazole-1-carboxylic acid (piperidin-4-ylmethyl)-amide). Yields the product N1CCC(CC1)CNC(=O)N1C(N(C2=C1C=CC=C2)C(C)C)=O (3-isopropyl-2-oxo-2,3-dihydro-benzimidazole-1-carboxylic acid (piperidin-4-ylmethyl)-amide), O1CC1COC1=CC=CC=C1 (1,2-epoxy-3-phenoxypropane), title compound. Reaction SMILES: [NH:1]1[CH2:6][CH2:5][CH:4]([CH2:7][NH:8][C:9]([N:11]2[C:15]3[CH:16]=[CH:17][CH:18]=[CH:19][C:14]=3[N:13]([CH2:20][CH3:21])[C:12]2=[O:22])=[O:10])[CH2:3][CH2:2]1.[CH2:23]([O:27][C:28]1[CH:33]=[CH:32][C:31](Cl)=[CH:30][CH:29]=1)[CH:24]1[O:26][CH2:25]1>>[NH:1]1[CH2:6][CH2:5][CH:4]([CH2:7][NH:8][C:9]([N:11]2[C:15]3[CH:16]=[CH:17][CH:18]=[CH:19][C:14]=3[N:13]([CH:20]([CH3:23])[CH3:21])[C:12]2=[O:22])=[O:10])[CH2:3][CH2:2]1.[O:26]1[CH:24]([CH2:23][O:27][C:28]2[CH:29]=[CH:30][CH:31]=[CH:32][CH:33]=2)[CH2:25]1. Reported procedure: The procedure given in Example 104 was followed using 3-ethyl-2-oxo-2,3-dihydro-benzimidazole-1-carboxylic acid (piperidin-4-ylmethyl)-amide and 4-chlorophenyl glycidyl ether as a reactant, instead of 3-isopropyl-2-oxo-2,3-dihydro-benzimidazole-1-carboxylic acid (piperidin-4-ylmethyl)-amide and 1,2-epoxy-3-phenoxypropane, to give the title compound. The reactants are NCCCNCCCNC(OC(C)(C)C)=O (tert-butyl (3-((3-aminopropyl)amino)propyl)carbamate), C(C1=CC(C=O)=CC=C1)=O (Isophthalaldehyde), [BH4-].[Na+] (Sodium borohydride). The solvent is CO (MeOH). Conditions: time 24 hour. Yields the product C1(=CC(=CC=C1)CNCCCNCCCNC(OC(C)(C)C)=O)CNCCCNCCCNC(OC(C)(C)C)=O (Di-tert-butyl (((((1,3-phenylenebis(methylene))bis(azanediyl))bis(propane-3,1-diyl))bis(azanediyl))bis(propane-3,1-diyl))dicarbamate). RXN SMILES: [CH:1](=O)[C:2]1[CH:9]=[CH:8][CH:7]=[C:4]([CH:5]=O)[CH:3]=1.[NH2:11][CH2:12][CH2:13][CH2:14][NH:15][CH2:16][CH2:17][CH2:18][NH:19][C:20](=[O:26])[O:21][C:22]([CH3:25])([CH3:24])[CH3:23].[BH4-].[Na+]>CO>[C:4]1([CH2:5][NH:11][CH2:12][CH2:13][CH2:14][NH:15][CH2:16][CH2:17][CH2:18][NH:19][C:20](=[O:26])[O:21][C:22]([CH3:24])([CH3:23])[CH3:25])[CH:7]=[CH:8][CH:9]=[C:2]([CH2:1][NH:11][CH2:12][CH2:13][CH2:14][NH:15][CH2:16][CH2:17][CH2:18][NH:19][C:20](=[O:26])[O:21][C:22]([CH3:23])([CH3:25])[CH3:24])[CH:3]=1 |f:2.3|. Reported procedure: Isophthalaldehyde (1.07 g, 7.99 mmol) and MeOH (50 mL) were added to a round-bottom flask. To the solution was added tert-butyl (3-((3-aminopropyl)amino)propyl)carbamate (3.69 g, 16.0 mmol) and the reaction mixture was stirred for 24 h. Sodium borohydride (1.21 g, 32.0 mmol) was added portionwise and stirred for 1 h. The reaction mixture was concentrated under reduced pressure, and aq. NaOH (10%, 150 mL) and EtOAc (150 mL) were added. The layers were separated, and the aqueous layer was extracte...